From a dataset of the Open Reaction Database (ORD), a public repository of structured organic reaction records. describe an organic reaction: reactants, conditions, products, and yield Reactants: CCCCCCCCCCCCCCCCCCC(CO)CC1(C)OCCO1, CC(C)=O. The product is CCCCCCCCCCCCCCCCCCC(CO)CC(C)=O. RXN SMILES: [CH3:1][C:2]1([CH2:7][CH:8]([CH2:9][OH:10])[CH2:11][CH2:12][CH2:13][CH2:14][CH2:15][CH2:16][CH2:17][CH2:18][CH2:19][CH2:20][CH2:21][CH2:22][CH2:23][CH2:24][CH2:25][CH2:26][CH2:27][CH3:28])[O:3][CH2:6][CH2:5][O:4]1.[CH3:29][C:30](=[O:31])[CH3:32]>>[CH3:1][C:2](=[O:3])[CH2:7][CH:8]([CH2:9][OH:10])[CH2:11][CH2:12][CH2:13][CH2:14][CH2:15][CH2:16][CH2:17][CH2:18][CH2:19][CH2:20][CH2:21][CH2:22][CH2:23][CH2:24][CH2:25][CH2:26][CH2:27][CH3:28]. Reactants: COc1ccc(N)cn1, CN1CC(=O)CC2c3cccc4[nH]cc(c34)CC21, CC(=O)O, [H][H], [Pd]. The product is COc1ccc(NC2CC3c4cccc5[nH]cc(c45)CC3N(C)C2)cn1. As a reaction SMILES: [CH3:19][O:20][c:21]1[n:22][cH:23][c:24]([NH2:27])[cH:25][cH:26]1.[CH3:1][N:2]1[CH2:3][C:4](=[O:18])[CH2:5][CH:6]2[c:7]3[cH:8][cH:9][cH:10][c:11]4[nH:12][cH:13][c:14]([c:17]34)[CH2:15][CH:16]12.[CH3:30][C:31](=[O:32])[OH:33].[H:28][H:29].[Pd:34]>>[CH3:1][N:2]1[CH2:3][CH:4]([NH:27][c:24]2[cH:23][n:22][c:21]([O:20][CH3:19])[cH:26][cH:25]2)[CH2:5][CH:6]2[c:7]3[cH:8][cH:9][cH:10][c:11]4[nH:12][cH:13][c:14]([c:17]34)[CH2:15][CH:16]12. Starting materials: C(C)(=O)Cl (acetyl chloride), FC(CO)=CC(C)(C1=CC=C(C=C1)OC(F)(F)F)C (2-fluoro-4-methyl4-(4-trifluoromethoxyphenyl)pent-2-enol), C1=CC=CC=C1 (benzene). Run in N1=CC=CC=C1 (pyridine). The product is C(C)(=O)OCC(=CC(C)(C1=CC=C(C=C1)OC(F)(F)F)C)F (2-Fluoro-4-methyl-4-(4-trifluoromethoxyphenyl)pent-2-enyl acetate). Yield: 99.0%. RXN SMILES: [C:1](Cl)(=[O:3])[CH3:2].[F:5][C:6](=[CH:9][C:10]([CH3:23])([C:12]1[CH:17]=[CH:16][C:15]([O:18][C:19]([F:22])([F:21])[F:20])=[CH:14][CH:13]=1)[CH3:11])[CH2:7][OH:8].C1C=CC=CC=1>N1C=CC=CC=1>[C:1]([O:8][CH2:7][C:6]([F:5])=[CH:9][C:10]([CH3:23])([C:12]1[CH:17]=[CH:16][C:15]([O:18][C:19]([F:20])([F:21])[F:22])=[CH:14][CH:13]=1)[CH3:11])(=[O:3])[CH3:2]. Procedure details: The method of Example 11 was repeated using acetyl chloride (0.41 ml), 2-fluoro-4-methyl-4-(4-trifluoromethoxyphenyl)pent-2-enol (Example 10) (0.2 g), benzene (10 ml) and pyridine (0.081 ml) to yield the title compound (0.23 g, 99%). The reactants are CNC (dimethylamine), BrCCCCOC=1C(=CC=C2C(=CC(NC12)=O)NC1=C(C=NC=C1Cl)Cl)OC (8-(4-bromobutoxy)-4-(3,5-dichloropyridin-4-ylamino)-7-methoxyquinolin-2(1H)-one), C(=O)([O-])[O-].[K+].[K+] (K2CO3). Run in CS(=O)C (DMSO). Conditions: time 2.5 hour. Yields the product ClC=1C=NC=C(C1NC1=CC(NC2=C(C(=CC=C12)OC)OCCCCN(C)C)=O)Cl (4-(3,5-dichloropyridin-4-ylamino)-8-(4-(dimethylamino)butoxy)-7-methoxyquinolin-2(1H)-one). Reaction SMILES: [CH3:1][NH:2][CH3:3].Br[CH2:5][CH2:6][CH2:7][CH2:8][O:9][C:10]1[C:11]([O:30][CH3:31])=[CH:12][CH:13]=[C:14]2[C:19]=1[NH:18][C:17](=[O:20])[CH:16]=[C:15]2[NH:21][C:22]1[C:27]([Cl:28])=[CH:26][N:25]=[CH:24][C:23]=1[Cl:29].C([O-])([O-])=O.[K+].[K+]>CS(C)=O>[Cl:29][C:23]1[CH:24]=[N:25][CH:26]=[C:27]([Cl:28])[C:22]=1[NH:21][C:15]1[C:14]2[C:19](=[C:10]([O:9][CH2:8][CH2:7][CH2:6][CH2:5][N:2]([CH3:3])[CH3:1])[C:11]([O:30][CH3:31])=[CH:12][CH:13]=2)[NH:18][C:17](=[O:20])[CH:16]=1 |f:2.3.4|. Reported procedure: A solution of dimethylamine (1.5 mL, 2M THF, 3 mmol) was added to a solution of 8-(4-bromobutoxy)-4-(3,5-dichloropyridin-4-ylamino)-7-methoxyquinolin-2(1H)-one (146 mg, 0.3 mmol) and DMSO (3 mL). After 2.5 h, the reaction was poured into 10% K2CO3 (30 mL) and extracted with dichloromethane (40 mL×2). The combined extracts were dried, filtered, concentrated, and purified by silical gel chromatography (1:0→4:1; dichlormethane:methanol w/1% conc. NH4OH solution) and then reverse-phase HPLC (1:9→1:1... Reactants: COC1=C(C=CC=C1)C(=C/C=C/C(=O)O)C1=C(C=CC=C1)OC ((E)-5.5-bis(2-methoxyphenyl)-2,4-pentadienoic acid), [N+](=O)([O-])C1=CC=C(C=C1)O (4-nitrophenol), C1(CCCCC1)N=C=NC1CCCCC1 (1,3-dicyclohexylcarbodiimide). Run in ClCCl (dichloromethane). Conditions: time 30 minute. Product: [N+](=O)([O-])C1=CC=C(C=C1)OC(\C=C\C=C(C1=C(C=CC=C1)OC)C1=C(C=CC=C1)OC)=O ((E)-5,5-bis(2-methoxyphenyl)2,4-pentadienoic acid 4-nitrophenyl ester). The yield is 87.8%. RXN SMILES: [CH3:1][O:2][C:3]1[CH:8]=[CH:7][CH:6]=[CH:5][C:4]=1[C:9]([C:16]1[CH:21]=[CH:20][CH:19]=[CH:18][C:17]=1[O:22][CH3:23])=[CH:10]/[CH:11]=[CH:12]/[C:13]([OH:15])=[O:14].[N+:24]([C:27]1[CH:32]=[CH:31][C:30](O)=[CH:29][CH:28]=1)([O-:26])=[O:25].C1(N=C=NC2CCCCC2)CCCCC1>ClCCl>[N+:24]([C:27]1[CH:32]=[CH:31][C:30]([O:14][C:13](=[O:15])/[CH:12]=[CH:11]/[CH:10]=[C:9]([C:4]2[CH:5]=[CH:6][CH:7]=[CH:8][C:3]=2[O:2][CH3:1])[C:16]2[CH:21]=[CH:20][CH:19]=[CH:18][C:17]=2[O:22][CH3:23])=[CH:29][CH:28]=1)([O-:26])=[O:25]. Procedure details: As in Example 115. (E)-5.5-bis(2-methoxyphenyl)-2,4-pentadienoic acid (5 g) and 4-nitrophenol (2.7 g) in dichloromethane (35 mL) was treated with 1,3-dicyclohexylcarbodiimide (3.34 g). The mixture was stirred at 0°-5° C. for 30 minutes and then at room temperature for 18 hours. After the usual work up. the crude Product was crystallized from 2-propanol to give 6.1 g of (E)-5,5-bis(2-methoxyphenyl)2,4-pentadienoic acid 4-nitrophenyl ester. mp 141.5°-143° C. A portion from the 2-propanol to yield ... The reactants are N1C=NC=C1 (imidazole), C1(=CC=CC=C1)P(=O)(C1=CC=CC=C1)Cl (diphenylphosphinyl chloride), C(C)(C)(C)OC(=O)N1N=C(C2=CC(=CC=C12)O)C1N(C2=CC=CC=C2C1)C(=O)OC(C)(C)C (3-(1-tert-butoxycarbonyl-2,3-dihydro-1H-indol-2-yl)-5-hydroxyindazole-1-carboxylic acid tert-butyl ester). Run in ClCCl (dichloromethane). Reaction conditions: time 8 hour. The product is C(C)(C)(C)OC(=O)N1N=C(C2=CC(=CC=C12)OP(=O)(C1=CC=CC=C1)C1=CC=CC=C1)C1N(C2=CC=CC=C2C1)C(=O)OC(C)(C)C (3-(1-tert-butoxycarbonyl-2,3-dihydro-1H-indol-2-yl)-5-(diphenylphosphinoyloxy)indazole-1-carboxylic acid tert-butyl ester). RXN SMILES: N1C=CN=C1.[C:6]1([P:12](Cl)([C:14]2[CH:19]=[CH:18][CH:17]=[CH:16][CH:15]=2)=[O:13])[CH:11]=[CH:10][CH:9]=[CH:8][CH:7]=1.[C:21]([O:25][C:26]([N:28]1[C:36]2[C:31](=[CH:32][C:33]([OH:37])=[CH:34][CH:35]=2)[C:30]([CH:38]2[CH2:46][C:45]3[C:40](=[CH:41][CH:42]=[CH:43][CH:44]=3)[N:39]2[C:47]([O:49][C:50]([CH3:53])([CH3:52])[CH3:51])=[O:48])=[N:29]1)=[O:27])([CH3:24])([CH3:23])[CH3:22]>ClCCl>[C:21]([O:25][C:26]([N:28]1[C:36]2[C:31](=[CH:32][C:33]([O:37][P:12]([C:14]3[CH:15]=[CH:16][CH:17]=[CH:18][CH:19]=3)([C:6]3[CH:11]=[CH:10][CH:9]=[CH:8][CH:7]=3)=[O:13])=[CH:34][CH:35]=2)[C:30]([CH:38]2[CH2:46][C:45]3[C:40](=[CH:41][CH:42]=[CH:43][CH:44]=3)[N:39]2[C:47]([O:49][C:50]([CH3:53])([CH3:52])[CH3:51])=[O:48])=[N:29]1)=[O:27])([CH3:24])([CH3:23])[CH3:22]. Reported procedure: 90 mg of imidazole and 250 μl of diphenylphosphinyl chloride are added to a solution of 140 mg of 3-(1-tert-butoxycarbonyl-2,3-dihydro-1H-indol-2-yl)-5-hydroxyindazole-1-carboxylic acid tert-butyl ester in 15 ml of dichloromethane. The reaction medium is stirred at ambient temperature overnight. After dilution with 10 ml of dichloromethane and 10 ml of distilled water, the medium is separated by settling out. The organic phase is dried over magnesium sulfate, filtered, and concentrated under red...